This data is from the Open Reaction Database (ORD), a public repository of structured organic reaction records. The task is: describe an organic reaction: reactants, conditions, products, and yield Starting materials: C1CCC2=NCCCN2CC1, CCOC(C)=O, Clc1ccc(Nc2nnc(Cl)c3sccc23)cc1, O, OCc1ccncc1. Product: Clc1ccc(Nc2nnc(OCc3ccncc3)c3sccc23)cc1. Reaction SMILES: [CH2:27]1[CH2:28][CH2:29][C:30]2=[N:35][CH2:34][CH2:33][CH2:32][N:31]2[CH2:36][CH2:37]1.[CH3:38][CH2:39][O:40][C:41]([CH3:42])=[O:43].[Cl:1][c:2]1[n:3][n:4][c:5]([NH:11][c:12]2[cH:13][cH:14][c:15]([Cl:18])[cH:16][cH:17]2)[c:6]2[c:7]1[s:8][cH:9][cH:10]2.[OH2:44].[n:19]1[cH:20][cH:21][c:22]([CH2:25][OH:26])[cH:23][cH:24]1>>[c:2]1([O:26][CH2:25][c:22]2[cH:21][cH:20][n:19][cH:24][cH:23]2)[n:3][n:4][c:5]([NH:11][c:12]2[cH:13][cH:14][c:15]([Cl:18])[cH:16][cH:17]2)[c:6]2[c:7]1[s:8][cH:9][cH:10]2. The product is COC(=O)c1cc2c(C)noc2c(F)c1Nc1ccc(I)cc1F. The reactants are COC(=O)c1cc2c(C)noc2c(F)c1Nc1ccccc1F, O=C(O)C(F)(F)F, O=C1CCC(=O)N1I, CN(C)C=O. RXN SMILES: [F:1][c:2]1[c:3]([NH:16][c:17]2[c:18]([F:23])[cH:19][cH:20][cH:21][cH:22]2)[c:4]([C:12](=[O:13])[O:14][CH3:15])[cH:5][c:6]2[c:7]([CH3:11])[n:8][o:9][c:10]12.[F:32][C:33]([F:34])([F:35])[C:36]([OH:37])=[O:38].[I:24][N:25]1[C:26](=[O:27])[CH2:28][CH2:29][C:30]1=[O:31].[O:39]=[CH:40][N:41]([CH3:42])[CH3:43]>>[F:1][c:2]1[c:3]([NH:16][c:17]2[c:18]([F:23])[cH:19][c:20]([I:24])[cH:21][cH:22]2)[c:4]([C:12](=[O:13])[O:14][CH3:15])[cH:5][c:6]2[c:7]([CH3:11])[n:8][o:9][c:10]12.